From a dataset of the Open Reaction Database (ORD), a public repository of structured organic reaction records. describe an organic reaction: reactants, conditions, products, and yield Starting materials: S(=O)(Cl)Cl (Thionyl chloride), COC(=O)C=1C=CC2=C(C(=C(O2)CO)C)C1 (2-hydroxymethyl-3-methylbenzofuran-5-carboxylic acid methyl ester). The reagents and catalysts are N1=CC=CC=C1 (pyridine). The solvent is C(Cl)(Cl)Cl (chloroform). Reaction conditions: time 30 minute. Yields the product COC(=O)C=1C=CC2=C(C(=C(O2)CCl)C)C1 (2-chloromethyl-3-methylbenzofuran-5-carboxylic acid methyl ester). RXN SMILES: S(Cl)([Cl:3])=O.[CH3:5][O:6][C:7]([C:9]1[CH:10]=[CH:11][C:12]2[O:16][C:15]([CH2:17]O)=[C:14]([CH3:19])[C:13]=2[CH:20]=1)=[O:8]>N1C=CC=CC=1.C(Cl)(Cl)Cl>[CH3:5][O:6][C:7]([C:9]1[CH:10]=[CH:11][C:12]2[O:16][C:15]([CH2:17][Cl:3])=[C:14]([CH3:19])[C:13]=2[CH:20]=1)=[O:8]. Procedure: Thionyl chloride (0.25 ml) was added dropwise to a stirred solution of 2-hydroxymethyl-3-methylbenzofuran-5-carboxylic acid methyl ester (0.20 g) and pyridine (2 drops) in chloroform (5 ml). The solution was stirred at room temperature for 30 minutes and then washed successively with water, sodium bicarbonate solution and dried (Na2SO4). Evaporation of the solvent gave crude 2-chloromethyl-3-methylbenzofuran-5-carboxylic acid methyl ester (0.18 g), m.p. 114°-115° which was used directly in the n... Starting materials: ClC1=C(C=CC=C1)C(C1=C(C=CC(=C1)[N+](=O)[O-])N1C=NC=C1)=O (2'-chloro-5-nitro-2-(imidazol-1-yl)benzophenone), C=O (paraformaldehyde). Run in C=1(C(=CC=CC1)C)C (xylene). Yields the product ClC1=C(C=CC=C1)C(C1=C(C=CC(=C1)[N+](=O)[O-])N1C(=NC=C1)CO)=O (2'-chloro-5-nitro-2-[2-(hydroxymethyl)imidazol-1-yl]-benzophenone). Reaction SMILES: [Cl:1][C:2]1[CH:7]=[CH:6][CH:5]=[CH:4][C:3]=1[C:8](=[O:23])[C:9]1[CH:14]=[C:13]([N+:15]([O-:17])=[O:16])[CH:12]=[CH:11][C:10]=1[N:18]1[CH:22]=[CH:21][N:20]=[CH:19]1.[CH2:24]=[O:25]>C1(C)C(C)=CC=CC=1>[Cl:1][C:2]1[CH:7]=[CH:6][CH:5]=[CH:4][C:3]=1[C:8](=[O:23])[C:9]1[CH:14]=[C:13]([N+:15]([O-:17])=[O:16])[CH:12]=[CH:11][C:10]=1[N:18]1[CH:22]=[CH:21][N:20]=[C:19]1[CH2:24][OH:25]. Reported procedure: In the manner given in Example 1, 2'-chloro-5-nitro-2-(imidazol-1-yl)benzophenone is heated in a bomb with paraformaldehyde in xylene to 140° C. to give 2'-chloro-5-nitro-2-[2-(hydroxymethyl)imidazol-1-yl]-benzophenone.